From a dataset of the Open Reaction Database (ORD), a public repository of structured organic reaction records. describe an organic reaction: reactants, conditions, products, and yield Starting materials: triethylphosphonoacetate, C[Si](C)(C)[N-][Si](C)(C)C.[Li+] (lithium bis(trimethylsilyl)amide), C1CCOC1 (THF), C(C)(C)(C)C(=O)ON1CCC(CC1)C(C1=CC=CC=C1)=O (1-tert-Butylcarbonyloxy-4-benzoylpiperidine). Run at temperature 0 celsius, time 20 minute. The product is C1(=CC=CC=C1)C(CC=O)C1CCN(CC1)OC(=O)C(C)(C)C (3-Phenyl-3-(1-tert-butylcarbonyloxypiperidin-4-yl)propionaldehyde). As a reaction SMILES: C[Si]([N-][Si](C)(C)C)(C)C.[Li+].[C:11]([C:15]([O:17][N:18]1[CH2:23][CH2:22][CH:21]([C:24](=O)[C:25]2[CH:30]=[CH:29][CH:28]=[CH:27][CH:26]=2)[CH2:20][CH2:19]1)=[O:16])([CH3:14])([CH3:13])[CH3:12].C1C[O:35][CH2:34][CH2:33]1>>[C:25]1([CH:24]([CH:21]2[CH2:22][CH2:23][N:18]([O:17][C:15]([C:11]([CH3:14])([CH3:13])[CH3:12])=[O:16])[CH2:19][CH2:20]2)[CH2:33][CH:34]=[O:35])[CH:30]=[CH:29][CH:28]=[CH:27][CH:26]=1 |f:0.1|. Reported procedure: To a solution of triethylphosphonoacetate (6.2 g, 27 mmol) in THF (100 mL) at 0° C. was added lithium bis(trimethylsilyl)amide (32.5 mL, 1M, 32.5 mmol). The resulting mixture was stirred at 0° C. for 20 min. 1-tert-Butylcarbonyloxy-4-benzoylpiperidine (7 g, 25 mmol) was added and the resulting mixture was stirred at room temperature for 48 h. The mixture was evaporated and the residue dissolved in ethyl acetate (200 mL). The solution was washed with 2M hydrochloric acid (2×100 mL), dried and eva... Reactants: COC1=C(C=O)C=C(C(=C1)OC)C(=O)N1CCC2(CC1)C=1N(C3=C(O2)C=CC=C3)C=CC1 (2,4-Dimethoxy-5-(spiro[benzo[b]pyrrolo[1,2-d][1,4]oxazine-4,4′-piperidine]-1′-ylcarbonyl)benzaldehyde), [BH4-].[Na+] (NaBH4). Solvent: CO (MeOH). Reaction conditions: time 15 minute. Product: OCC=1C(=CC(=C(C1)C(=O)N1CCC2(CC1)C=1N(C3=C(O2)C=CC=C3)C=CC1)OC)OC ((5-(hydroxymethyl)-2,4-dimethoxyphenyl)(spiro[benzo[b]pyrrolo[1,2-d][1,4]oxazine-4,4′-piperidine]-1′-yl)methanone). RXN SMILES: [CH3:1][O:2][C:3]1[CH:10]=[C:9]([O:11][CH3:12])[C:8]([C:13]([N:15]2[CH2:20][CH2:19][C:18]3([O:25][C:24]4[CH:26]=[CH:27][CH:28]=[CH:29][C:23]=4[N:22]4[CH:30]=[CH:31][CH:32]=[C:21]34)[CH2:17][CH2:16]2)=[O:14])=[CH:7][C:4]=1[CH:5]=[O:6].[BH4-].[Na+]>CO>[OH:6][CH2:5][C:4]1[C:3]([O:2][CH3:1])=[CH:10][C:9]([O:11][CH3:12])=[C:8]([C:13]([N:15]2[CH2:16][CH2:17][C:18]3([O:25][C:24]4[CH:26]=[CH:27][CH:28]=[CH:29][C:23]=4[N:22]4[CH:30]=[CH:31][CH:32]=[C:21]34)[CH2:19][CH2:20]2)=[O:14])[CH:7]=1 |f:1.2|. Procedure details: 2,4-Dimethoxy-5-(spiro[benzo[b]pyrrolo[1,2-d][1,4]oxazine-4,4′-piperidine]-1′-ylcarbonyl)benzaldehyde (65 mg, 0.15 mmol) was suspended in MeOH (1 mL). NaBH4 (60 mg, 1.6 mmol) was added and the reaction mixture was allowed to stir for 15 minutes. The reaction mixture was filtered and was then purified by reverse phase preparative liquid chromatography utilizing a gradient of 20-99% methanol in water containing no modifier to give (5-(hydroxymethyl)-2,4-dimethoxyphenyl)(spiro[benzo[b]pyrrolo[1,2-d... Reactants: C1(=CC=CC=C1)C(CNC1=C2N=CN(C2=NC(=N1)C(=O)OC)[C@@H]1O[C@@H]([C@H]([C@H]1O)O)C(=O)NCC)C1=CC=CC=C1 (methyl 6-[(2,2-diphenylethyl)amino]-9-{(2R,3R,4S,5S)-5-[(ethylamino)carbonyl]-3,4-dihydroxytetrahydro-2-furanyl}-9H-purine-2-carboxylate), [OH-].[Na+] (sodium hydroxide), Cl (hydrochloric acid). Solvent: CO (methanol). Product: C1(=CC=CC=C1)C(CNC1=C2N=CN(C2=NC(=N1)C(=O)O)[C@@H]1O[C@@H]([C@H]([C@H]1O)O)C(=O)NCC)C1=CC=CC=C1 (6-[(2,2-Diphenylethyl)amino]-9-{(2R,3R,4S,5S)-5-[(ethylamino)carbonyl]-3,4-dihydroxytetrahydro-2-furanyl}-9H-purine-2-carboxylic acid). The yield is 30.8%. RXN SMILES: [C:1]1([CH:7]([C:35]2[CH:40]=[CH:39][CH:38]=[CH:37][CH:36]=2)[CH2:8][NH:9][C:10]2[N:18]=[C:17]([C:19]([O:21]C)=[O:20])[N:16]=[C:15]3[C:11]=2[N:12]=[CH:13][N:14]3[C@H:23]2[C@H:27]([OH:28])[C@H:26]([OH:29])[C@@H:25]([C:30]([NH:32][CH2:33][CH3:34])=[O:31])[O:24]2)[CH:6]=[CH:5][CH:4]=[CH:3][CH:2]=1.[OH-].[Na+].Cl>CO>[C:35]1([CH:7]([C:1]2[CH:2]=[CH:3][CH:4]=[CH:5][CH:6]=2)[CH2:8][NH:9][C:10]2[N:18]=[C:17]([C:19]([OH:21])=[O:20])[N:16]=[C:15]3[C:11]=2[N:12]=[CH:13][N:14]3[C@H:23]2[C@H:27]([OH:28])[C@H:26]([OH:29])[C@@H:25]([C:30]([NH:32][CH2:33][CH3:34])=[O:31])[O:24]2)[CH:36]=[CH:37][CH:38]=[CH:39][CH:40]=1 |f:1.2|. Procedure: A solution of methyl 6-[(2,2-diphenylethyl)amino]-9-{(2R,3R,4S,5S)-5-[(ethylamino)carbonyl]-3,4-dihydroxytetrahydro-2-furanyl}-9H-purine-2-carboxylate (Preparation 9) (0.7 g, 1.28 mmol) and 10% w/w aqueous sodium hydroxide solution (1.3 ml, 3.2 mmol) in methanol (2.3 ml) was stirred at room temperature for 14 hours. The solution was adjusted to pH 4 by the addition of 2N aqueous hydrochloric acid and the precipitated white solid collected by filtration. The solid was washed with water and dried ... Starting materials: C1(CCC(=O)O1)=O (succinic anhydride), CC1=C2[C@H](C(=O)[C@@]3([C@H](C[C@@H]4[C@]([C@H]3[C@@H]([C@@](C2(C)C)(C[C@@H]1OC(=O)[C@@H]([C@H](C=5C=CC=CC5)NC(=O)C=6C=CC=CC6)O)O)OC(=O)C=7C=CC=CC7)(CO4)OC(=O)C)O)C)OC(=O)C (paclitaxel), O (water), N1=CC=CC=C1 (pyridine), ClCCl (dichloromethane), CC1=C2[C@H](C(=O)[C@@]3([C@H](C[C@@H]4[C@]([C@H]3[C@@H]([C@@](C2(C)C)(C[C@@H]1OC(=O)[C@@H]([C@H](C=5C=CC=CC5)NC(=O)C=6C=CC=CC6)O)O)OC(=O)C=7C=CC=CC7)(CO4)OC(=O)C)O)C)OC(=O)C (PTX). The reagents and catalysts are CN(C1=CC=NC=C1)C (4-dimethylaminopyridine). The solvent is CCCCCC (hexane). Reaction conditions: time 3 hour. The product is CC1=C2[C@H](C(=O)[C@@]3([C@H](C[C@@H]4[C@]([C@H]3[C@@H]([C@@](C2(C)C)(C[C@@H]1OC(=O)[C@@H]([C@H](C=5C=CC=CC5)NC(=O)C=6C=CC=CC6)O)O)OC(=O)C=7C=CC=CC7)(CO4)OC(=O)C)O)C)OC(=O)C.C1(CCC(=O)O1)=O (PTX SA). RXN SMILES: [C:1]1(=[O:7])[O:6][C:4](=[O:5])[CH2:3][CH2:2]1.N1C=CC=CC=1.ClCCl.O.[CH3:18][C:19]1[C@@H:36]([O:37][C:38]([C@H:40]([OH:57])[C@@H:41]([NH:48][C:49]([C:51]2[CH:52]=[CH:53][CH:54]=[CH:55][CH:56]=2)=[O:50])[C:42]2[CH:43]=[CH:44][CH:45]=[CH:46][CH:47]=2)=[O:39])[CH2:35][C@:31]2([OH:58])[C:32]([CH3:34])([CH3:33])[C:20]=1[C@@H:21]([O:76][C:77]([CH3:79])=[O:78])[C:22]([C@@:24]1([CH3:75])[C@H:29]([C@@H:30]2[O:59][C:60]([C:62]2[CH:63]=[CH:64][CH:65]=[CH:66][CH:67]=2)=[O:61])[C@:28]2([O:70][C:71]([CH3:73])=[O:72])[CH2:68][O:69][C@@H:27]2[CH2:26][C@@H:25]1[OH:74])=[O:23]>CN(C)C1C=CN=CC=1.CCCCCC>[CH3:18][C:19]1[C@@H:36]([O:37][C:38]([C@H:40]([OH:57])[C@@H:41]([NH:48][C:49]([C:51]2[CH:56]=[CH:55][CH:54]=[CH:53][CH:52]=2)=[O:50])[C:42]2[CH:43]=[CH:44][CH:45]=[CH:46][CH:47]=2)=[O:39])[CH2:35][C@:31]2([OH:58])[C:32]([CH3:33])([CH3:34])[C:20]=1[C@@H:21]([O:76][C:77]([CH3:79])=[O:78])[C:22]([C@@:24]1([CH3:75])[C@H:29]([C@@H:30]2[O:59][C:60]([C:62]2[CH:67]=[CH:66][CH:65]=[CH:64][CH:63]=2)=[O:61])[C@:28]2([O:70][C:71]([CH3:73])=[O:72])[CH2:68][O:69][C@@H:27]2[CH2:26][C@@H:25]1[OH:74])=[O:23].[C:4]1(=[O:5])[O:6][C:1](=[O:7])[CH2:2][CH2:3]1 |f:7.8|. Reported procedure: In order to form a functional group which may be conjugated to PLL in paclitaxel (PTX), PTX, succinic anhydride (SA) and 4-dimethylaminopyridine (DMAP) were put into a pyridine solution, and then were reacted for 3 hours. After 3 hours, the reaction solution was mixed with dichloromethane such that a volume ratio therebetween was 1:1, the reaction solution was put into a separatory funnel with water, and thereby a remaining material after the reaction was removed. A solution obtained from the se... The solvent is ice water. Starting materials: [OH-].[Na+] (NaOH), ClC1=CC(=NC=C1Cl)NC(C(C)(C)C)=O (4,5-dichloro-2-trimethylacetamido-pyridine), Cl (HCl). The product is NC1=NC=C(C(=C1)Cl)Cl (2-amino-4,5-dichloropyridine), solid. Conditions: temperature 100 celsius. RXN SMILES: [Cl:1][C:2]1[C:7]([Cl:8])=[CH:6][N:5]=[C:4]([NH:9]C(=O)C(C)(C)C)[CH:3]=1.Cl.[OH-].[Na+]>>[NH2:9][C:4]1[CH:3]=[C:2]([Cl:1])[C:7]([Cl:8])=[CH:6][N:5]=1 |f:2.3|. Reported procedure: A mixture of 4,5-dichloro-2-trimethylacetamido-pyridine (0.500 g, 2.02 mmol) and aqueous HCl (6N; 9.5 ml) was heated was heated at 100° C. for 17 h. The reaction mixture was allowed to cool to room temperature, diluted with ice-water (˜15 ml), and the pH of the mixture was adjusted to ˜7.0 with 10% aqueous NaOH. The white precipitate was collected by filtration, washed with water (2×5 ml), and dried in vacuo over P2O5. The title compound was obtained as a white solid (0.284 g, 86%); 1H-NMR (500 ... The yield is 86.0%. Starting materials: C(C)(=O)OC1=C(C(=O)NC2=C(C(=O)O)C=CC(=C2)N)C=CC=C1 (2-(2'-acetoxybenzamido)-4-aminobenzoic acid), C(C)(=O)OC1=C(C(=O)Cl)C=CC=C1 (2-acetoxybenzoylchloride). The product is C(C)(=O)OC1=C(C(=O)NC2=C(C(=O)O)C=CC(=C2)NC(C2=C(C=CC=C2)OC(C)=O)=O)C=CC=C1 (2,4-bis(2'-acetoxybenzamido)-benzoic acid). As a reaction SMILES: [C:1]([O:4][C:5]1[CH:23]=[CH:22][CH:21]=[CH:20][C:6]=1[C:7]([NH:9][C:10]1[CH:18]=[C:17]([NH2:19])[CH:16]=[CH:15][C:11]=1[C:12]([OH:14])=[O:13])=[O:8])(=[O:3])[CH3:2].[C:24]([O:27][C:28]1[CH:36]=[CH:35][CH:34]=[CH:33][C:29]=1[C:30](Cl)=[O:31])(=[O:26])[CH3:25]>>[C:1]([O:4][C:5]1[CH:23]=[CH:22][CH:21]=[CH:20][C:6]=1[C:7]([NH:9][C:10]1[CH:18]=[C:17]([NH:19][C:30](=[O:31])[C:29]2[CH:33]=[CH:34][CH:35]=[CH:36][C:28]=2[O:27][C:24](=[O:26])[CH3:25])[CH:16]=[CH:15][C:11]=1[C:12]([OH:14])=[O:13])=[O:8])(=[O:3])[CH3:2]. Procedure: By the procedure similar to that described in Example 23, 2-(2'-acetoxybenzamido)-4-aminobenzoic acid and 2-acetoxybenzoylchloride were allowed to react and were treated to obtain crude crystals. Recrystallization from methanol-water gave 2,4-bis(2'-acetoxybenzamido)-benzoic acid having a melting point between 194° - 195°C. The product wass confirmed to be identical to that obtained in Example 18.